From a dataset of the Open Reaction Database (ORD), a public repository of structured organic reaction records. describe an organic reaction: reactants, conditions, products, and yield The reactants are CI (methyliodide), CN1CCN(CC1)C1=CC(=NC=C1)C=1NC(=CC(C1)=O)C1=NC=CC(=C1)N1CCN(CC1)C (4,4″-bis-(4-methy-piperazin-1-yl)-1′H-[2,2′;6′,2″]terpyridin-4′-on). The solvent is C(C)#N (acetonitril). Reaction conditions: time 16 hour. Product: C(CCC)N1CCN(CC1)C1=CC(=NC=C1)C=1NC(=CC(C1)=O)C1=NC=CC(=C1)N1CCN(CC1)CCCC (4,4″-bis-(4butyl-piperazin-1-yl)-1′H-[2,2′;6′,2″]terpyridin-4′-on). Reaction SMILES: CI.[CH3:3][N:4]1[CH2:9][CH2:8][N:7]([C:10]2[CH:15]=[CH:14][N:13]=[C:12]([C:16]3[NH:17][C:18]([C:23]4[CH:28]=[C:27]([N:29]5[CH2:34][CH2:33][N:32]([CH3:35])[CH2:31][CH2:30]5)[CH:26]=[CH:25][N:24]=4)=[CH:19][C:20](=[O:22])[CH:21]=3)[CH:11]=2)[CH2:6][CH2:5]1>C(#N)C>[CH2:35]([N:32]1[CH2:31][CH2:30][N:29]([C:27]2[CH:26]=[CH:25][N:24]=[C:23]([C:18]3[NH:17][C:16]([C:12]4[CH:11]=[C:10]([N:7]5[CH2:6][CH2:5][N:4]([CH2:3][CH2:12][CH2:16][CH3:21])[CH2:9][CH2:8]5)[CH:15]=[CH:14][N:13]=4)=[CH:21][C:20](=[O:22])[CH:19]=3)[CH:28]=2)[CH2:34][CH2:33]1)[CH2:11][CH2:10][CH3:15]. Procedure details: 0.124 ml (1.99 mmol) of methyliodide are added dropwise to a suspension of 568 mg (0.994 mmol) 4,4″-bis-(4-methy-piperazin-1-yl)-1′H-[2,2′;6′,2″]terpyridin-4′-on in 18 ml acetonitril. The solution is stirred for 16 h at room temperature. The obtained whitish product (C33H49I2N7O) is filtered off and washed (with acetonitrile).